Dataset: the Open Reaction Database (ORD), a public repository of structured organic reaction records. Task: describe an organic reaction: reactants, conditions, products, and yield Starting materials: Cc1c[nH]c2c1C(=O)CC(C)(C)C2, CN(C)C=O, Nc1ncc2ccc(F)cc2n1, [H-], [Na+]. Product: Cc1cn(-c2ccc3cnc(N)nc3c2)c2c1C(=O)CC(C)(C)C2. RXN SMILES: [CH3:1][c:2]1[cH:3][nH:4][c:5]2[c:10]1[C:9](=[O:11])[CH2:8][C:7]([CH3:12])([CH3:13])[CH2:6]2.[CH3:28][N:29]([CH3:30])[CH:31]=[O:32].[F:16][c:17]1[cH:18][cH:19][c:20]2[cH:21][n:22][c:23]([NH2:27])[n:24][c:25]2[cH:26]1.[H-:14].[Na+:15]>>[CH3:1][c:2]1[cH:3][n:4](-[c:17]2[cH:18][cH:19][c:20]3[cH:21][n:22][c:23]([NH2:27])[n:24][c:25]3[cH:26]2)[c:5]2[c:10]1[C:9](=[O:11])[CH2:8][C:7]([CH3:12])([CH3:13])[CH2:6]2. Reactants: COC1=NC=C(C(=N1)OC)C1=CC=CC=C1 (2,4-Dimethoxy-5-phenyl-pyrimidine). Run in Cl (HCl). The product is C1(=CC=CC=C1)C=1C(NC(NC1)=O)=O (5-Phenyl-1H-pyrimidine-2,4-dione). The yield is 80.0%. RXN SMILES: C[O:2][C:3]1[N:8]=[C:7]([O:9]C)[C:6]([C:11]2[CH:16]=[CH:15][CH:14]=[CH:13][CH:12]=2)=[CH:5][N:4]=1>Cl>[C:11]1([C:6]2[C:7](=[O:9])[NH:8][C:3](=[O:2])[NH:4][CH:5]=2)[CH:12]=[CH:13][CH:14]=[CH:15][CH:16]=1. Procedure: 2,4-Dimethoxy-5-phenyl-pyrimidine was suspended in 6N HCl and heated to 100 C for 24 h. Solution was cooled in an ice bath to afford title compound as a white solid 119 mg (80% yield). HNMR (500 MHz, dmso); δ11.25 (1H, s), 11.15 (1H, d), 7.65 (1H, d), 7.55 (2H, d), 7.35 (2H, m), 7.25 (1H, t).